This data is from the Open Reaction Database (ORD), a public repository of structured organic reaction records. The task is: describe an organic reaction: reactants, conditions, products, and yield RXN SMILES: [Br:1][C:2]1[CH:7]=[CH:6][C:5]([OH:8])=[C:4]([F:9])[CH:3]=1.Cl.Cl[CH2:12][CH2:13][N:14]([CH2:17][CH3:18])[CH2:15][CH3:16].C([O-])([O-])=O.[Cs+].[Cs+].O>CN(C=O)C>[Br:1][C:2]1[CH:7]=[CH:6][C:5]([O:8][CH2:12][CH2:13][N:14]([CH2:17][CH3:18])[CH2:15][CH3:16])=[C:4]([F:9])[CH:3]=1 |f:1.2,3.4.5|. Reported procedure: 4-Bromo-2-fluorophenol (1.0 g, 5.24 mmol), 2-chloro-N,N-diethylethanamine HCL (0.90 mg, 5.24 mmol) and Cs2CO3 (8 g, 25 mmol) were combined in DMF (20 mL) and the mixture was heated at reflux over night. H2O was added and the mixture was extracted with EtOAc, then washed with 2N NaOH and brine. The organic layers were combined, dried over Na2SO4 and concentrated to a brown oil. Flash chromatography (gradient eluent: 10-50% EtOAc in hexanes) of the crude concentrate afforded title compound 56. The reactants are BrC1=CC(=C(C=C1)O)F (4-Bromo-2-fluorophenol), O (H2O), Cl.ClCCN(CC)CC (2-chloro-N,N-diethylethanamine HCL), C(=O)([O-])[O-].[Cs+].[Cs+] (Cs2CO3). Yields the product BrC1=CC(=C(OCCN(CC)CC)C=C1)F (2-(4-bromo-2-fluorophenoxy)-N,N-diethylethanamine). Solvent: CN(C)C=O (DMF). RXN SMILES: Br[C:2]1[CH:7]=[C:6]([C:8]([CH3:11])([CH3:10])[CH3:9])[CH:5]=[C:4]([Br:12])[CH:3]=1.[Li]CCCC.CN([CH:21]=[O:22])C.Cl>CCOCC>[Br:12][C:4]1[CH:3]=[C:2]([CH:7]=[C:6]([C:8]([CH3:11])([CH3:10])[CH3:9])[CH:5]=1)[CH:21]=[O:22]. Yields the product BrC=1C=C(C=O)C=C(C1)C(C)(C)C (3-Bromo-5-tert-butyl-benzaldehyde). Starting materials: solution, [Li]CCCC (n-BuLi), hexanes, Cl (HCl), [Li]CCCC (n-BuLi), CN(C)C=O (DMF), BrC1=CC(=CC(=C1)C(C)(C)C)Br (1,3-Dibromo-5-tert-butylbenzene), CN(C)C=O (DMF). Run in CCOCC (ether). Procedure details: 1,3-Dibromo-5-tert-butylbenzene (50 g, 0.17 mol) was dissolved in anhydrous ether (200 mL) in a dried flask under nitrogen. The reaction mixture was cooled to −78° C. and stirred under nitrogen atmosphere. A 2.46 M solution of n-BuLi in hexanes (171.2 mL, 0.171 mol) was added dropwise to the above solution and the reaction mixture was stirred at −78° C. for 30 minute after complete addition of n-BuLi. After 30 minute of stirring at −78° C., the reaction mixture was warmed to −30° C. DMF (16 mL, ... Reaction conditions: temperature -78 celsius, time 8 hour.